This data is from the Open Reaction Database (ORD), a public repository of structured organic reaction records. The task is: describe an organic reaction: reactants, conditions, products, and yield Starting materials: BrC=1C=C2C=CNC2=CC1 (5-bromoindole), C(C)(=O)O (acetic acid), C=O (formaldehyde), CNC (dimethylamine). Run in O1CCOCC1 (dioxane). The product is CN(C)CC1=CNC2=C1C=C(C=C2)Br (5-BROMOGRAMINE). As a reaction SMILES: [Br:1][C:2]1[CH:3]=[C:4]2[C:8](=[CH:9][CH:10]=1)[NH:7][CH:6]=[CH:5]2.C=O.[CH3:13][NH:14][CH3:15].[C:16](O)(=O)C>O1CCOCC1>[CH3:13][N:14]([CH2:16][C:5]1[C:4]2[CH:3]=[C:2]([Br:1])[CH:10]=[CH:9][C:8]=2[NH:7][CH:6]=1)[CH3:15]. Procedure: This material was prepared by the method of Procedure 67B from 49.5 g. of 5-bromoindole, 20 ml. of 37% aqueous formaldehyde, 55 ml. of 25% aqueous dimethylamine, 250 ml. of acetic acid and 250 ml. of dioxane; yield 60.6 g., m.p. 154°-156° C. The structure was confirmed by examination of the NMR spectrum.